From a dataset of the Open Reaction Database (ORD), a public repository of structured organic reaction records. describe an organic reaction: reactants, conditions, products, and yield Reactants: C(C)(C)(C)OC(C[C@@H](CC=C)C=1OC=C(N1)C(=O)O)=O (2-[(1R)-1-(2-tert-butoxy-2-oxoethyl)-3-butenyl]-1,3-oxazole-4-carboxylic acid), O.ON1N=NC2=C1C=CC=C2 (1-hydroxybenzotriazole hydrate), Cl.CNC (dimethylamine hydrochloride), C(C)(C)N(C(C)C)CC (N,N-diisopropylethylamine), Cl.CN(CCCN=C=NCC)C (1-(3-dimethylaminopropyl)-3-ethylcarbodiimide hydrochloride). Run in ClCCl (dichloromethane), ClCCl (dichloromethane). Conditions: time 20 hour. Product: CN(C(=O)C=1N=C(OC1)[C@@H](CC(=O)OC(C)(C)C)CC=C)C (tert-butyl (3R)-3-{4-[(dimethylamino)carbonyl]-1,3-oxazol-2-yl}-5-hexenoate). Yield: 83.8%. Reaction SMILES: [C:1]([O:5][C:6](=[O:20])[CH2:7][C@H:8]([C:12]1[O:13][CH:14]=[C:15]([C:17](O)=[O:18])[N:16]=1)[CH2:9][CH:10]=[CH2:11])([CH3:4])([CH3:3])[CH3:2].O.ON1C2C=CC=CC=2N=N1.Cl.[CH3:33][NH:34][CH3:35].C(N(CC)C(C)C)(C)C.Cl.CN(C)CCCN=C=NCC>ClCCl>[CH3:33][N:34]([CH3:35])[C:17]([C:15]1[N:16]=[C:12]([C@H:8]([CH2:9][CH:10]=[CH2:11])[CH2:7][C:6]([O:5][C:1]([CH3:4])([CH3:3])[CH3:2])=[O:20])[O:13][CH:14]=1)=[O:18] |f:1.2,3.4,6.7|. Procedure details: A solution of 2-[(1R)-1-(2-tert-butoxy-2-oxoethyl)-3-butenyl]-1,3-oxazole-4-carboxylic acid (Preparation 116) (10.77 g, 38.3 mmol) in dichloromethane (250 ml), at 0° C., was treated with 1-hydroxybenzotriazole hydrate (5.75 g, 42.6 mmol), dimethylamine hydrochloride (3.45 g, 42.3 mmol) and N,N-diisopropylethylamine (13 ml, 75.13 mmol) and lastly 1-(3-dimethylaminopropyl)-3-ethylcarbodiimide hydrochloride (8.10 g, 42.3 mmol), allowed to warm to room temperature and stirred for 20 hours under a ni... The reactants are N1(N=CN=C1)C(C=1C=C2C=CC(NC2=CC1)=O)C1=CC(=CC=C1)C(F)(F)F ((±)-6-[1H-1,2,4-triazol-1-yl[3-(trifluoromethyl)phenyl]methyl]-2(1H)-quinolinone), [OH-].[Na+] (NaOH), NOS(=O)(=O)O (Hydroxylamine-O-sulfonic acid). Solvent: O (water). Run at time 15 minute. The product is NN1C(C=CC2=CC(=CC=C12)C(C1=CC(=CC=C1)C(F)(F)F)N1N=CN=C1)=O (1-amino-6-[1H-1,2,4-triazol-1-yl-[3-(trifluoromethyl)phenyl]methyl]-2(1H)-quinolinone). Reaction SMILES: [N:1]1([CH:6]([C:18]2[CH:23]=[CH:22][CH:21]=[C:20]([C:24]([F:27])([F:26])[F:25])[CH:19]=2)[C:7]2[CH:8]=[C:9]3[C:14](=[CH:15][CH:16]=2)[NH:13][C:12](=[O:17])[CH:11]=[CH:10]3)[CH:5]=[N:4][CH:3]=[N:2]1.[OH-].[Na+].[NH2:30]OS(O)(=O)=O>O>[NH2:30][N:13]1[C:14]2[C:9](=[CH:8][C:7]([CH:6]([N:1]3[CH:5]=[N:4][CH:3]=[N:2]3)[C:18]3[CH:23]=[CH:22][CH:21]=[C:20]([C:24]([F:25])([F:26])[F:27])[CH:19]=3)=[CH:16][CH:15]=2)[CH:10]=[CH:11][C:12]1=[O:17] |f:1.2|. Procedure details: A mixture of compound 3 (7.3 g) and NaOH (4.12 g) in water (20 ml) was stirred at room temperature for 15 minutes. Hydroxylamine-O-sulfonic acid (6.3 g) was added portionwise and the mixture was stirred for 12 hours. The precipitate was filtered off and crystallyzed from 2-propanol, yielding 2.3 g (±)-(1-amino-6-[1H-1,2,4-triazol-1-yl-[3-(trifluoromethyl)phenyl]methyl]-2(1H)-quinolinone (compound 20; mp. 222.3° C.). Reactants: C(C)(C)(C)O[C@H](C(=O)OC)C1=C2N3CCC(OCC=CC[C@@H](OC=4C=C(C=CC4C4=CC=CC(C5=NN2C(N=C1C)=C5)=C4)C)C)(CC3)C (methyl (2S)-2-(tert-butoxy)-2-[(22S)-4,18,22,28-tetramethyl-21,27-dioxa-1,5,7,8-tetraazahexacyclo[26.2.2.16,9.110,14.02,7.015,20]tetratriaconta-2,4,6(34),8,10(33),11,13,15(20),16,18,24-undecaen-3-yl]acetate), [OH-].[Na+] (NaOH). The solvent is CO (MeOH). Yields the product C(C)(C)(C)O[C@H](C(=O)O)C1=C2N3CCC(OCC=CC[C@@H](OC=4C=C(C=CC4C4=CC=CC(C5=NN2C(N=C1C)=C5)=C4)C)C)(CC3)C ((2S)-2-(tert-Butoxy)-2-[(22S)-4,18,22,28-tetramethyl-21,27-dioxa-1,5,7,8-tetraazahexacyclo[26.2.2.16,9.110,14.02,7.015,20]tetratriaconta-2,4,6(34),8,10(33), 11, 13, 15(20),16,18,24-undecaen-3-yl]acetic acid). Isolated yield 18.3%. Reaction SMILES: [C:1]([O:5][C@@H:6]([C:11]1[C:40]([CH3:41])=[N:39][C:38]2=[CH:42][C:35]3=[N:36][N:37]2[C:12]=1[N:13]1[CH2:47][CH2:46][C:16]([CH3:48])([O:17][CH2:18][CH:19]=[CH:20][CH2:21][C@H:22]([CH3:45])[O:23][C:24]2[CH:25]=[C:26]([CH3:44])[CH:27]=[CH:28][C:29]=2[C:30]2[CH:43]=[C:34]3[CH:33]=[CH:32][CH:31]=2)[CH2:15][CH2:14]1)[C:7]([O:9]C)=[O:8])([CH3:4])([CH3:3])[CH3:2].[OH-].[Na+]>CO>[C:1]([O:5][C@@H:6]([C:11]1[C:40]([CH3:41])=[N:39][C:38]2=[CH:42][C:35]3=[N:36][N:37]2[C:12]=1[N:13]1[CH2:14][CH2:15][C:16]([CH3:48])([O:17][CH2:18][CH:19]=[CH:20][CH2:21][C@H:22]([CH3:45])[O:23][C:24]2[CH:25]=[C:26]([CH3:44])[CH:27]=[CH:28][C:29]=2[C:30]2[CH:43]=[C:34]3[CH:33]=[CH:32][CH:31]=2)[CH2:46][CH2:47]1)[C:7]([OH:9])=[O:8])([CH3:4])([CH3:2])[CH3:3] |f:1.2|. Procedure details: A mixture of methyl (2S)-2-(tert-butoxy)-2-[(22S)-4,18,22,28-tetramethyl-21,27-dioxa-1,5,7,8-tetraazahexacyclo[26.2.2.16,9.110,14.02,7.015,20]tetratriaconta-2,4,6(34),8,10(33),11,13,15(20),16,18,24-undecaen-3-yl]acetate (8 mg, 0.012 mmol), NaOH (0.061 mL, 0.061 mmol) in MeOH (1.5 mL) was refluxed for 3 h. It was then filtered and prep-HPLC to isolate 1.4 mg (18%) of the desired product. 1H NMR (500 MHz, DMSO-d6) δ 8.43 (s, 1H), 7.92 (d, J=7.9 Hz, 1H), 7.51 (t, J=7.6 Hz, 1H), 7.28 (d, J=7.6 Hz, 1... The reactants are Tetrakis-(triphenylphosphine)palladium, C(CC#C)O (3-butyn-1-ol), BrC1=CC=C(C=C1)C1CC1 (1-bromo-4-cyclopropylbenzene). The solvent is N1CCCCC1 (piperidine). Conditions: temperature 80 celsius, time 3 hour. Product: C1(CC1)C1=CC=C(C=C1)C#CCCO (4-(4-cyclopropylphenyl)but-3-yn-1-ol). The yield is 36.0%. RXN SMILES: [CH2:1]([OH:5])[CH2:2][C:3]#[CH:4].Br[C:7]1[CH:12]=[CH:11][C:10]([CH:13]2[CH2:15][CH2:14]2)=[CH:9][CH:8]=1>N1CCCCC1>[CH:13]1([C:10]2[CH:11]=[CH:12][C:7]([C:4]#[C:3][CH2:2][CH2:1][OH:5])=[CH:8][CH:9]=2)[CH2:15][CH2:14]1. Procedure details: Bromine (12.5 mL, 244 mmol) was dropwise added to a solution of cyclopropylbenzene (25.0 g, 212 mmol) in chloroform (430 mL) with stirring at −78° C. and the mixture was stirred for 45 minutes. A 10% aqueous sodium sulfite solution and water were added to the reaction mixture at −780° C. and chloroform was added thereto to separate it. The thus obtained organic phase was separated, washed with a saturated aqueous NaCl solution and dried over anhydrous magnesium sulfate. After filtration, the sol... Reactants: [N+](=O)([O-])C1=CC=C(C=C1)C1=NC=2C(=NC=CC2)N1CC(=O)O (2-(4-nitrophenyl)-3H-imidazo[4,5-b]pyridine-3-acetic acid), C(=O)(N1C=NC=C1)N1C=NC=C1 (1,1'-carbonyldiimidazole), CN (methylamine). Run in O1CCCC1 (tetrahydrofuran), O1CCCC1 (tetrahydrofuran). Run at time 3 hour. The product is CNC(CN1C(=NC=2C1=NC=CC2)C2=CC=C(C=C2)[N+](=O)[O-])=O (N-Methyl-2-(4-nitrophenyl)-3H-imidazo[4,5-b]pyridine-3-acetamide). Isolated yield 13.4%. As a reaction SMILES: [N+:1]([C:4]1[CH:9]=[CH:8][C:7]([C:10]2[N:18]([CH2:19][C:20]([OH:22])=O)[C:13]3=[N:14][CH:15]=[CH:16][CH:17]=[C:12]3[N:11]=2)=[CH:6][CH:5]=1)([O-:3])=[O:2].[C:23](N1C=CN=C1)([N:25]1C=CN=C1)=O.CN>O1CCCC1>[CH3:23][NH:25][C:20](=[O:22])[CH2:19][N:18]1[C:13]2=[N:14][CH:15]=[CH:16][CH:17]=[C:12]2[N:11]=[C:10]1[C:7]1[CH:6]=[CH:5][C:4]([N+:1]([O-:3])=[O:2])=[CH:9][CH:8]=1. Procedure: A suspension of crude 2-(4-nitrophenyl)-3H-imidazo[4,5-b]pyridine-3-acetic acid (3.0 g, 0.0101 mole), 1,1'-carbonyldiimidazole (1.63 g, 0.0101 mole) and dry tetrahydrofuran (100 ml) was stirred at room temperature for three hours with a stream of nitrogen bubbling through it and then refluxed overnight under nitrogen. It was cooled to room temperature and a solution of methylamine (0.94 g, 0.0302 mole) in tetrahydrofuran (10 ml) was added and the reaction mixture was stirred at room temperature ... RXN SMILES: [Br:1][c:2]1[cH:3][cH:4][c:5]([CH:8]([CH3:9])[N:10]2[C:11](=[O:26])[O:12][C:13]([c:16]3[cH:17][cH:18][cH:19][cH:20][cH:21]3)([CH2:22][CH2:23][CH2:24][OH:25])[CH2:14][CH2:15]2)[cH:6][cH:7]1.[Br:27][c:28]1[cH:29][c:30]([OH:34])[n:31][cH:32][cH:33]1>>[c:2]1(-[c:28]2[cH:29][c:30]([OH:34])[n:31][cH:32][cH:33]2)[cH:3][cH:4][c:5]([CH:8]([CH3:9])[N:10]2[C:11](=[O:26])[O:12][C:13]([c:16]3[cH:17][cH:18][cH:19][cH:20][cH:21]3)([CH2:22][CH2:23][CH2:24][OH:25])[CH2:14][CH2:15]2)[cH:6][cH:7]1. Product: CC(c1ccc(-c2ccnc(O)c2)cc1)N1CCC(CCCO)(c2ccccc2)OC1=O. The reactants are CC(c1ccc(Br)cc1)N1CCC(CCCO)(c2ccccc2)OC1=O, Oc1cc(Br)ccn1.